From a dataset of the Open Reaction Database (ORD), a public repository of structured organic reaction records. describe an organic reaction: reactants, conditions, products, and yield The reactants are S(=O)(=O)([O-])[O-].[Na+].[Na+] (Sodium sulfate), [H-].[Al+3].[Li+].[H-].[H-].[H-] (lithium aluminum hydride), CC(=CCC(=O)OC)CCCC(CCCC(C)C)C (methyl 4,8,12-trimethyltridec-3-enoate), S(=O)(=O)([O-])[O-].[Na+].[Na+] (sodium sulfate). The solvent is O1CCCC1 (tetrahydrofuran). Conditions: temperature 50 celsius, time 2 hour. Yields the product CC(=CCCO)CCCC(CCCC(C)C)C (4,8,12-trimethyltridec-3-en-1-ol). Yield: 99.2%. Reaction SMILES: [H-].[Al+3].[Li+].[H-].[H-].[H-].[CH3:7][C:8]([CH2:15][CH2:16][CH2:17][CH:18]([CH3:25])[CH2:19][CH2:20][CH2:21][CH:22]([CH3:24])[CH3:23])=[CH:9][CH2:10][C:11](OC)=[O:12].S([O-])([O-])(=O)=O.[Na+].[Na+]>O1CCCC1>[CH3:7][C:8]([CH2:15][CH2:16][CH2:17][CH:18]([CH3:25])[CH2:19][CH2:20][CH2:21][CH:22]([CH3:24])[CH3:23])=[CH:9][CH2:10][CH2:11][OH:12] |f:0.1.2.3.4.5,7.8.9|. Procedure details: Under a nitrogen atmosphere, 12.4 g (0.326 mol) of lithium aluminum hydride was added little by little to a solution of 35 g (0.13 mol) of methyl 4,8,12-trimethyltridec-3-enoate in dry tetrahydrofuran (320 mL) at 0° C. After being stirred at 50° C. for 2 hours, the reaction mixture was cooled on ice, followed by careful addition of saturated sodium sulfate aqueous solution until the resulting gray suspension turned white. Sodium sulfate was added to the solution at room temperature for drying. A... Reactants: NC(=O)c1cc(Br)cc2c(C3CCS(=O)(=O)C3)c[nH]c12, O=C([O-])[O-], [K+], [K+], C1COCCO1, O, OB(O)c1cccs1. Yields the product NC(=O)c1cc(-c2cccs2)cc2c(C3CCS(=O)(=O)C3)c[nH]c12. As a reaction SMILES: [Br:1][c:2]1[cH:3][c:4]2[c:5]([CH:14]3[CH2:15][S:16](=[O:19])(=[O:20])[CH2:17][CH2:18]3)[cH:6][nH:7][c:8]2[c:9]([C:11](=[O:12])[NH2:13])[cH:10]1.[C:29](=[O:30])([O-:31])[O-:32].[K+:33].[K+:34].[O:36]1[CH2:37][CH2:38][O:39][CH2:40][CH2:41]1.[OH2:35].[s:21]1[c:22]([B:26]([OH:27])[OH:28])[cH:23][cH:24][cH:25]1>>[c:2]1(-[c:22]2[s:21][cH:25][cH:24][cH:23]2)[cH:3][c:4]2[c:5]([CH:14]3[CH2:15][S:16](=[O:19])(=[O:20])[CH2:17][CH2:18]3)[cH:6][nH:7][c:8]2[c:9]([C:11](=[O:12])[NH2:13])[cH:10]1. As a reaction SMILES: [OH:1][C:2]1[CH:7]=[CH:6][C:5]([CH2:8][CH2:9][C:10]([C:12]2[S:19][C:18]([CH3:20])=[C:17]3[C:13]=2[CH2:14][C@H:15]2[C:21]([CH3:23])([CH3:22])[C@H:16]23)=[O:11])=[CH:4][C:3]=1[CH3:24].[CH2:25]([CH:27]1[O:29][CH2:28]1)Cl>C(O)(C)C.[OH-].[Na+].C(O)(=O)C>[CH3:24][C:3]1[CH:4]=[C:5]([CH2:8][CH2:9][C:10]([C:12]2[S:19][C:18]([CH3:20])=[C:17]3[C:13]=2[CH2:14][C@H:15]2[C:21]([CH3:22])([CH3:23])[C@H:16]23)=[O:11])[CH:6]=[CH:7][C:2]=1[O:1][CH2:25][CH:27]1[CH2:28][O:29]1 |f:3.4|. Reaction conditions: time 1.5 hour. Starting materials: OC1=C(C=C(C=C1)CCC(=O)C1=C2C[C@@H]3[C@H](C2=C(S1)C)C3(C)C)C (3-(4-hydroxy-3-methyl-phenyl)-1-((1aS,5aR)-1,1,2-trimethyl-1,1a,5,5a-tetrahydro-3-thia-cyclopropa[a]pentalen-4-yl)-propan-1-one), OC1=C(C=C(C=C1)CCC(=O)C1=C2C[C@@H]3[C@H](C2=C(S1)C)C3(C)C)C (3-(4-hydroxy-3-methyl-phenyl)-1-((1aS,5aR)-1,1,2-trimethyl-1,1a,5,5a-tetrahydro-3-thia-cyclopropa[a]pentalen-4-yl)-propan-1-one), C(Cl)C1CO1 (epichlorohydrine). Procedure: A solution of 3-(4-hydroxy-3-methyl-phenyl)-1-((1aS,5aR)-1,1,2-trimethyl-1,1a,5,5a-tetrahydro-3-thia-cyclopropa[a]pentalen-4-yl)-propan-1-one (179 mg, 0.525 mmol, Intermediate 4) in isopropanol (10 mL) and 3 N aq. NaOH (4 mL) is treated with epichlorohydrine (197 mg, 1.58 mmol). The reaction mixture is stirred at 70 for 1.5 h. The mixture is diluted with acetic acid (0.3 mL) and the solvent is removed under reduced pressure. The residue is purified by prep. HPLC (Waters Xterra MS18, 75×30 mm ID,... Run in C(C)(C)O (isopropanol), [OH-].[Na+] (NaOH), C(C)(=O)O (acetic acid). The yield is 32.7%. Yields the product CC=1C=C(C=CC1OCC1OC1)CCC(=O)C1=C2C[C@@H]3[C@H](C2=C(S1)C)C3(C)C (3-(3-methyl-4-oxiranylmethoxy-phenyl)-1-((1aS,5aR)1,1,2-trimethyl-1,1a,5,5a-tetrahydro-3-thia-cyclopropa[a]pentalen-4-yl)-propan-1-one). Starting materials: O=C1C(=CN=C(N1)C1=C(C=CC(=C1)OC)OCCC)C(=O)OCC (ethyl 1,6-dihydro-6-oxo-2-(5-methoxy-2-n-propoxyphenyl)pyrimidine-5-carboxylate), O=C1C(=CN=C(N1)C1=C(C=CC=C1)OCCCC)C(=O)O (1,6-dihydro-6-oxo-2-(2-n-butoxyphenyl)pyrimidine-5-carboxylic acid). The product is O=C1C(=CN=C(N1)C1=C(C=CC(=C1)OC)OCCC)C(=O)O (1,6-Dihydro-6-oxo-2-(5-methoxy-2-n-propoxyphenyl)pyrimidine-5-carboxylic acid). Reaction SMILES: [O:1]=[C:2]1[NH:7][C:6]([C:8]2[CH:13]=[C:12]([O:14][CH3:15])[CH:11]=[CH:10][C:9]=2[O:16][CH2:17][CH2:18][CH3:19])=[N:5][CH:4]=[C:3]1[C:20]([O:22]CC)=[O:21].O=C1NC(C2C=CC=CC=2OCCCC)=NC=C1C(O)=O>>[O:1]=[C:2]1[NH:7][C:6]([C:8]2[CH:13]=[C:12]([O:14][CH3:15])[CH:11]=[CH:10][C:9]=2[O:16][CH2:17][CH2:18][CH3:19])=[N:5][CH:4]=[C:3]1[C:20]([OH:22])=[O:21]. Procedure details: The title compound was prepared from ethyl 1,6-dihydro-6-oxo-2-(5-methoxy-2-n-propoxyphenyl)pyrimidine-5-carboxylate in a manner similar to that described for the preparation of 1,6-dihydro-6-oxo-2-(2-n-butoxyphenyl)pyrimidine-5-carboxylic acid in Example 23. The product had m.p. 185°-187°. Starting materials: OBO, Brc1ccccc1, CCOc1cc(-c2cc(C(F)(F)F)nc(Cl)n2)ccc1C(F)(F)F. Product: CCOc1cc(-c2cc(C(F)(F)F)nc(-c3cccc(Br)c3)n2)ccc1C(F)(F)F. Reaction SMILES: [BH:25]([OH:26])[OH:27].[Br:28][c:29]1[cH:30][cH:31][cH:32][cH:33][cH:34]1.[Cl:1][c:2]1[n:3][c:4]([C:21]([F:22])([F:23])[F:24])[cH:5][c:6](-[c:8]2[cH:9][c:10]([O:18][CH2:19][CH3:20])[c:11]([C:14]([F:15])([F:16])[F:17])[cH:12][cH:13]2)[n:7]1>>[c:2]1(-[c:33]2[cH:32][cH:31][cH:30][c:29]([Br:28])[cH:34]2)[n:3][c:4]([C:21]([F:22])([F:23])[F:24])[cH:5][c:6](-[c:8]2[cH:9][c:10]([O:18][CH2:19][CH3:20])[c:11]([C:14]([F:15])([F:16])[F:17])[cH:12][cH:13]2)[n:7]1. Starting materials: B, O=C(NC1CCc2ccc(O)cc2C1)C(O)c1ccc(OCc2ccccc2)c(CCOCc2ccccc2)c1, CSC, C1CCOC1, O, OCCN(CCO)CCO. Product: Oc1ccc2c(c1)CC(NCC(O)c1ccc(OCc3ccccc3)c(CCOCc3ccccc3)c1)CC2. As a reaction SMILES: [BH3:44].[CH2:1]([c:2]1[cH:3][cH:4][cH:5][cH:6][cH:7]1)[O:8][c:9]1[c:10]([CH2:31][CH2:32][O:33][CH2:34][c:35]2[cH:36][cH:37][cH:38][cH:39][cH:40]2)[cH:11][c:12]([CH:15]([C:16](=[O:17])[NH:18][CH:19]2[CH2:20][c:21]3[cH:22][c:23]([OH:29])[cH:24][cH:25][c:26]3[CH2:27][CH2:28]2)[OH:30])[cH:13][cH:14]1.[CH3:41][S:42][CH3:43].[O:56]1[CH2:57][CH2:58][CH2:59][CH2:60]1.[OH2:55].[OH:45][CH2:46][CH2:47][N:48]([CH2:49][CH2:50][OH:51])[CH2:52][CH2:53][OH:54]>>[CH2:1]([c:2]1[cH:3][cH:4][cH:5][cH:6][cH:7]1)[O:8][c:9]1[c:10]([CH2:31][CH2:32][O:33][CH2:34][c:35]2[cH:36][cH:37][cH:38][cH:39][cH:40]2)[cH:11][c:12]([CH:15]([CH2:16][NH:18][CH:19]2[CH2:20][c:21]3[cH:22][c:23]([OH:29])[cH:24][cH:25][c:26]3[CH2:27][CH2:28]2)[OH:30])[cH:13][cH:14]1. Starting materials: C(CN)N (ethylenediamine), BrCC1=NSC=C1 (3-bromomethylisothiazole). Product: S1N=C(C=C1)CNCCN (N-(3-isothiazolylmethyl)ethylenediamine). RXN SMILES: [CH2:1]([NH2:4])[CH2:2][NH2:3].Br[CH2:6][C:7]1[CH:11]=[CH:10][S:9][N:8]=1>>[S:9]1[CH:10]=[CH:11][C:7]([CH2:6][NH:3][CH2:2][CH2:1][NH2:4])=[N:8]1. Procedure details: By the procedure of Example 34, ethylenediamine is reacted with 3-bromomethylisothiazole to give N-(3-isothiazolylmethyl)ethylenediamine. This intermediate is heated under reflux with S-methylisothiouronium sulphate in water for 3 hours by the procedure of Example 1 to give the title compound. Product: ethyl acetate hexanes, BrC=1NC(=C(C1Br)S(=O)C(F)F)C1=CC=C(C=C1)Cl (2,3-Dibromo-5-(p-chlorophenyl)-4-[(difluoromethyl)sulfinyl]pyrrole). Reaction conditions: temperature 0 celsius, time 1 hour. Starting materials: BrC=1NC(=C(C1Br)SC(F)F)C1=CC=C(C=C1)Cl (2,3-dibromo-5-(p-chlorophenyl)-4-[(difluoromethyl)thio]pyrrole), ClC=1C=C(C(=O)OO)C=CC1 (3-chloroperoxybenzoic acid), S(=O)(=O)([O-])S(=O)[O-].[Na+].[Na+] (sodium metabisulfite). Reported procedure: A solution of 2,3-dibromo-5-(p-chlorophenyl)-4-[(difluoromethyl)thio]pyrrole (125 mg, 0.030 mmol) in chloroform is treated with 3-chloroperoxybenzoic acid (86 mg, 60%, 0.30 mmol) at 0° C. The reaction mixture is stirred for one hour at 0° C., warmed to room temperature, stirred overnight, poured into saturated sodium metabisulfite solution and diluted with a methylene chloride/water mixture. The organic phase is separated, washed with saturated sodium hydrogen carbonate solution, dried over anhy... RXN SMILES: [Br:1][C:2]1[NH:3][C:4]([C:12]2[CH:17]=[CH:16][C:15]([Cl:18])=[CH:14][CH:13]=2)=[C:5]([S:8][CH:9]([F:11])[F:10])[C:6]=1[Br:7].ClC1C=C(C=CC=1)C(OO)=[O:24].S(S([O-])=O)([O-])(=O)=O.[Na+].[Na+]>C(Cl)(Cl)Cl.C(Cl)Cl.O>[Br:1][C:2]1[NH:3][C:4]([C:12]2[CH:17]=[CH:16][C:15]([Cl:18])=[CH:14][CH:13]=2)=[C:5]([S:8]([CH:9]([F:11])[F:10])=[O:24])[C:6]=1[Br:7] |f:2.3.4,6.7|. Run in C(Cl)(Cl)Cl (chloroform), C(Cl)Cl.O (methylene chloride water). Yield: 522.9%.